describe an organic reaction: reactants, conditions, products, and yield From a dataset of the Open Reaction Database (ORD), a public repository of structured organic reaction records. Starting materials: OC1CN(CC1)C(=O)C1=C(C=CC(=C1)S(=O)(=O)C)OC(C)C (rac-(3-hydroxy-pyrrolidin-1-yl)-(2-isopropoxy-5-methanesulfonyl-phenyl)-methanone), OC=1C=CC(=C(C1)C(F)(F)F)[N+](=O)[O-] (5-hydroxy-2-nitrobenzotrifluoride). The product is C(C)(C)OC1=C(C=C(C=C1)S(=O)(=O)C)C(=O)N1CC(CC1)OC1=CC(=C(C=C1)[N+](=O)[O-])C(F)(F)F (Rac-(2-Isopropoxy-5-methanesulfonyl-phenyl)-[3-(4-nitro-3-trifluoromethyl-phenoxy)-pyrrolidin-1-yl]-methanone). Isolated yield 56.0%. RXN SMILES: [OH:1][CH:2]1[CH2:6][CH2:5][N:4]([C:7]([C:9]2[CH:14]=[C:13]([S:15]([CH3:18])(=[O:17])=[O:16])[CH:12]=[CH:11][C:10]=2[O:19][CH:20]([CH3:22])[CH3:21])=[O:8])[CH2:3]1.O[C:24]1[CH:25]=[CH:26][C:27]([N+:34]([O-:36])=[O:35])=[C:28]([C:30]([F:33])([F:32])[F:31])[CH:29]=1>>[CH:20]([O:19][C:10]1[CH:11]=[CH:12][C:13]([S:15]([CH3:18])(=[O:17])=[O:16])=[CH:14][C:9]=1[C:7]([N:4]1[CH2:5][CH2:6][CH:2]([O:1][C:24]2[CH:25]=[CH:26][C:27]([N+:34]([O-:36])=[O:35])=[C:28]([C:30]([F:31])([F:33])[F:32])[CH:29]=2)[CH2:3]1)=[O:8])([CH3:22])[CH3:21]. Procedure: Prepared in analogy to Example 4 from rac-(3-hydroxy-pyrrolidin-1-yl)-(2-isopropoxy-5-methanesulfonyl-phenyl)-methanone (Example 9(a)) and 5-hydroxy-2-nitrobenzotrifluoride. The crude material was purified by reversed phase HPLC (acetonitrile/water) to yield the title compound as an amorphous white solid (yield 56%). MS (m/e): 517.5 (M+H+, 100%). Starting materials: BrC1=CC(=C(C=C1)C(C(F)(F)F)=NO)F (1-(4-bromo-2-fluoro-phenyl)-2,2,2-trifluoro-ethanone oxime), C1CCOC1 (THF). Solvent: C(Cl)Cl (CH2Cl2). Reaction conditions: temperature 150 celsius. Yields the product BrC1=CC2=C(C(=NO2)C(F)(F)F)C=C1 (6-Bromo-3-trifluoromethyl-benzo[d]isoxazole). The yield is 66.1%. As a reaction SMILES: [Br:1][C:2]1[CH:7]=[CH:6][C:5]([C:8](=[N:13][OH:14])[C:9]([F:12])([F:11])[F:10])=[C:4](F)[CH:3]=1.C1COCC1>C(Cl)Cl>[Br:1][C:2]1[CH:7]=[CH:6][C:5]2[C:8]([C:9]([F:12])([F:11])[F:10])=[N:13][O:14][C:4]=2[CH:3]=1. Procedure details: A solution consisting of 1-(4-bromo-2-fluoro-phenyl)-2,2,2-trifluoro-ethanone oxime (3.2 g, 11.2 mmol) 1,8-diazabicyclo[5.4.0]undec-7-ene (DBU) (1.1 mL, 7.4 mmol) and THF (42 mL) was heated at 150° C. via microwave irradiation for 30 min. The reaction mixture was diluted with CH2Cl2 (25 mL) and washed with HCl (1 N aq., 25 mL). The organic layer was then dried (Na2SO4), concentrated, and purified (FCC) to yield the title compound (1.97 g, 66%). Reactants: Cl (hydrogen chloride), FC=1C=C(C#N)C=C(C1)F (3,5-difluorobenzonitrile), C(C)[Mg]Br (ethylmagnesium bromide), solution, C(C)OCC (diethyl ether), C(C)OCC (diethyl ether). The product is FC=1C=C(C=C(C1)F)C(CC)=O (3',5'-difluoropropiophenone). Isolated yield 91.0%. Reaction SMILES: [F:1][C:2]1[CH:3]=[C:4]([CH:7]=[C:8]([F:10])[CH:9]=1)[C:5]#N.[CH2:11]([Mg]Br)[CH3:12].Cl.C([O:18]CC)C>>[F:1][C:2]1[CH:3]=[C:4]([C:5](=[O:18])[CH2:11][CH3:12])[CH:7]=[C:8]([F:10])[CH:9]=1. Reported procedure: To a solution of 3,5-difluorobenzonitrile (Aldrich Chemical Co . Milwaukee. WI 53233)(50.0 g. 0.36 mole) in 500 mL of diethyl ether at 0° C. was added dropwise a solution of ethylmagnesium bromide (135 mL of a 3.OM solution 0.41 mole) in diethyl ether. The reaction mixture was refluxed for 3 hr. then chilled in an ice bath and hydrolyzed with 100 mL of 6N aqueous hydrogen chloride. The mixture was heated on a steam bath for 0.5 hr. The pH was adjusted to acid (litmus) and two phases were separat...